Dataset: the Open Reaction Database (ORD), a public repository of structured organic reaction records. Task: describe an organic reaction: reactants, conditions, products, and yield Yields the product OCCNCCN1C2=C(C3=CC=CC=C13)C(=NC(=N2)N2CCCC2)N2CCCC2 (9-[2-(2-Hydroxyethylamino)ethyl]-2,4-di-1-pyrrolidinyl-9H-pyrimido[4,5-b]indole). Starting materials: CS(=O)(=O)OCCN1C2=C(C3=CC=CC=C13)C(=NC(=N2)N2CCCC2)N2CCCC2 (9-(2-Methanesulfonyloxyethyl)-2,4-di-1-pyrrolidinyl-9H-pyrimido[4,5-b]indole), C(O)CN (ethanolamine). Solvent: C(Cl)Cl (methylene chloride), C([O-])(O)=O.[Na+] (sodium bicarbonate). Procedure details: A mixture of 9-(2-methanesulfonyloxyethyl)-2,4-di-1-pyrrolidinyl-9H-pyrimido[4,5-b]indole (IX, EXAMPLE 4, 1.3 g) and 15 ml of ethanolamine is heated to reflux for 4 hr, then cooled, and diluted with methylene chloride (100 mL) and aqueous saturated sodium bicarbonate. The phases are separated, and the aqueous phase is extracted again with methylene chloride/chloroform (1/1). The combined extracts are dried over sodium sulfate and concentrate under reduced pressure at 50°-60° to give a solid. The... As a reaction SMILES: CS(O[CH2:6][CH2:7][N:8]1[C:16]2[C:11](=[CH:12][CH:13]=[CH:14][CH:15]=2)[C:10]2[C:17]([N:26]3[CH2:30][CH2:29][CH2:28][CH2:27]3)=[N:18][C:19]([N:21]3[CH2:25][CH2:24][CH2:23][CH2:22]3)=[N:20][C:9]1=2)(=O)=O.[CH2:31]([CH2:33][NH2:34])[OH:32]>C(Cl)Cl.C(=O)(O)[O-].[Na+]>[OH:32][CH2:31][CH2:33][NH:34][CH2:6][CH2:7][N:8]1[C:16]2[C:11](=[CH:12][CH:13]=[CH:14][CH:15]=2)[C:10]2[C:17]([N:26]3[CH2:30][CH2:29][CH2:28][CH2:27]3)=[N:18][C:19]([N:21]3[CH2:22][CH2:23][CH2:24][CH2:25]3)=[N:20][C:9]1=2 |f:3.4|. The reactants are Cl.C1(=CC=CC=C1)C1=CC=C(NN=NNC2=CC=CC=C2)C=C1 (p-phenylazoaniline hydrochloride), Cl.N(C1=CC=CC=C1)C1=CC(=NC2=CC=C3C(=C12)NC=N3)C (9-Anilino-7-methyl-1H-imidazo[4,5-f]quinoline Hydrochloride), crude product, C(C)O (ethanol), [NH4+].[OH-] (NH4OH). Solvent: CO (MeOH). Yields the product Cl.C1(=CC=CC=C1)N=NC1=CC=C(NC2=CC(=NC3=CC=C4C(=C23)NC=N4)C)C=C1 (9-(p-Phenylazoanilino)-7-methyl-1H-imidazo[4,5-f]quinoline Hydrochloride). RXN SMILES: [ClH:1].C1([C:8]2[CH:23]=[CH:22][C:11]([NH:12][N:13]=NNC3C=CC=CC=3)=[CH:10][CH:9]=2)C=CC=CC=1.C(O)C.[NH4+].[OH-].Cl.[NH:30]([C:37]1[C:46]2[C:41](=[CH:42][CH:43]=[C:44]3[N:49]=[CH:48][NH:47][C:45]3=2)[N:40]=[C:39]([CH3:50])[CH:38]=1)[C:31]1[CH:36]=[CH:35][CH:34]=[CH:33][CH:32]=1>CO>[ClH:1].[C:11]1([N:12]=[N:13][C:34]2[CH:35]=[CH:36][C:31]([NH:30][C:37]3[C:46]4[C:41](=[CH:42][CH:43]=[C:44]5[N:49]=[CH:48][NH:47][C:45]5=4)[N:40]=[C:39]([CH3:50])[CH:38]=3)=[CH:32][CH:33]=2)[CH:22]=[CH:23][CH:8]=[CH:9][CH:10]=1 |f:0.1,3.4,5.6,8.9|. Procedure: A solution of 11.7 g. (0.05 m.) of p-phenylazoaniline hydrochloride in 500 ml. of ethanol was adjusted to pH 7.0 with 28% NH4OH. After the addition of 11 g. (0.05 m.) of the compound of Example I, C., the mixture was refluxed overnight. It was chilled, filtered, washed with ether and airdried to give 22 g. The crude product was recrystalled from MeOH to yield 17 g.